This data is from the Open Reaction Database (ORD), a public repository of structured organic reaction records. The task is: describe an organic reaction: reactants, conditions, products, and yield The reactants are C(C)(C)C=1N=C(SC1)CCC1=CC=2N(C(C(=CN2)/C=C(/C(=O)OC(C)(C)C)\C)=O)C=C1 (tert-butyl (E)-3-{8-[2-(4-isopropyl-1,3-thiazol-2-yl)ethyl]-4-oxo-4H-pyrido-[1,2-a]pyrimidin-3-yl}-2-methyl-2-propenoate), C(C)(C)C=1N=C(SC1)CCC1=CC=2N(C(C(=CN2)/C=C(/C(=O)OC(C)(C)C)\C)=O)C=C1 (tert-Butyl (E)-3-{8-[2-(4-isopropyl-1,3-thiazol-2-yl)ethyl]-4-oxo-4H-pyrido[1,2-a]-pyrimidin-3-yl}-2-methyl-2-propenoate). Run in FC(C(=O)O)(F)F (trifluoroacetic acid). Run at time 1 hour. Yields the product C(C)(C)C=1N=C(SC1)CCC1=CC=2N(C(C(=CN2)/C=C(/C(=O)O)\C)=O)C=C1 ((E)-3-{8-[2-(4-Isopropyl-1,3-thiazol-2-yl)ethyl]-4-oxo-4H-pyrido[1,2-a]pyrimidin-3-yl}-2-methyl-2-propenoic acid). Isolated yield 34.4%. RXN SMILES: [CH:1]([C:4]1[N:5]=[C:6]([CH2:9][CH2:10][C:11]2[CH:31]=[CH:30][N:14]3[C:15](=[O:29])[C:16](/[CH:19]=[C:20](\[CH3:28])/[C:21]([O:23]C(C)(C)C)=[O:22])=[CH:17][N:18]=[C:13]3[CH:12]=2)[S:7][CH:8]=1)([CH3:3])[CH3:2]>FC(F)(F)C(O)=O>[CH:1]([C:4]1[N:5]=[C:6]([CH2:9][CH2:10][C:11]2[CH:31]=[CH:30][N:14]3[C:15](=[O:29])[C:16](/[CH:19]=[C:20](\[CH3:28])/[C:21]([OH:23])=[O:22])=[CH:17][N:18]=[C:13]3[CH:12]=2)[S:7][CH:8]=1)([CH3:3])[CH3:2]. Procedure details: The tert-butyl (E)-3-{8-[2-(4-isopropyl-1,3-thiazol-2-yl)ethyl]-4-oxo-4H-pyrido-[1,2-a]pyrimidin-3-yl}-2-methyl-2-propenoate (70 mg) obtained in (A) was dissolved in trifluoroacetic acid (1 ml) and stirred at room temperature for 1 hour, and then the solvent was evaporated under reduced pressure. The residue was purified by silica gel column chromatography to obtain the title compound (21 mg). Reactants: C1(=CC=CC=C1)S(=O)C1=CC2=C(NC(N2)=S)C=C1 (5-phenylsulfinyl-benzimidazoline-2-thione), C(C=C)Cl (allylchloride). Run in C(C)O (ethanol). Product: Cl.C1(=CC=CC=C1)S(=O)C1=CC2=C(N=C(N2)SCC=C)C=C1 (5-Phenylsulfinyl-2-(2-propenylthio)-benzimidazole hydrochloride). RXN SMILES: [C:1]1([S:7]([C:9]2[CH:18]=[CH:17][C:12]3[NH:13][C:14](=[S:16])[NH:15][C:11]=3[CH:10]=2)=[O:8])[CH:6]=[CH:5][CH:4]=[CH:3][CH:2]=1.[CH2:19]([Cl:22])[CH:20]=[CH2:21]>C(O)C>[ClH:22].[C:1]1([S:7]([C:9]2[CH:18]=[CH:17][C:12]3[N:13]=[C:14]([S:16][CH2:21][CH:20]=[CH2:19])[NH:15][C:11]=3[CH:10]=2)=[O:8])[CH:2]=[CH:3][CH:4]=[CH:5][CH:6]=1 |f:3.4|. Procedure: 6.86 g (25 mmoles) of 5-phenylsulfinyl-benzimidazoline-2-thione and 4.9 ml (60 mmoles) of allylchloride are refluxed in 50 ml of ethanol for 24 hours. Then the reaction mixture is concentrated and the residue is crystallized from acetonitrile. The weight of the filtered endproduct is 7.68 g (87.55%). After recrystallization from ethanol it melts at 168° C. Starting materials: C(C)(C)(C)C1=CC=C(C=C1)S(=O)(=O)NC=1C=NC(=CC1)C (4-tert-butyl-N-(6-methyl-pyridin-3-yl)-benzenesulfonamide), BrCC(=O)OC (methyl bromoacetate). Product: C(C)(C)(C)C1=CC=C(C=C1)S(=O)(=O)N(C=1C=NC(=CC1)C)CC(=O)O ([(4-tert-Butyl-benzenesulfonyl)-(6-methyl-pyridin-3-yl)-amino]-acetic acid). Reaction SMILES: [C:1]([C:5]1[CH:10]=[CH:9][C:8]([S:11]([NH:14][C:15]2[CH:16]=[N:17][C:18]([CH3:21])=[CH:19][CH:20]=2)(=[O:13])=[O:12])=[CH:7][CH:6]=1)([CH3:4])([CH3:3])[CH3:2].Br[CH2:23][C:24]([O:26]C)=[O:25]>>[C:1]([C:5]1[CH:6]=[CH:7][C:8]([S:11]([N:14]([CH2:23][C:24]([OH:26])=[O:25])[C:15]2[CH:16]=[N:17][C:18]([CH3:21])=[CH:19][CH:20]=2)(=[O:12])=[O:13])=[CH:9][CH:10]=1)([CH3:4])([CH3:3])[CH3:2]. Procedure: prepared by reaction of 4-tert-butyl-N-(6-methyl-pyridin-3-yl)-benzenesulfonamide with methyl bromoacetate Starting materials: C(C)OC([C@H](CC1=CC=C(C=C1)OCC(=O)O)OC)=O ((2S)-3-(4-carboxymethoxy-phenyl)-2-methoxy-propionic acid ethyl ester), CC(CCCCC)N (1-methyl-hexylamine), C(C)O[C@H](C(=O)O)CC1=CC=C(C=C1)O[C@H](C)C(NCCC1=CC=C(C=C1)OC1=CC=CC=C1)=O ((2S,1R)-2-ethoxy-3-(4-{1-[2-(4-phenoxy-phenyl)-ethylcarbamoyl]-ethoxy}-phenyl)-propionic acid). Product: CO[C@H](C(=O)O)CC1=CC=C(C=C1)OCC(NC(CCCCC)C)=O ((2S)-2-methoxy-3-{4-[(1-methyl-hexylcarbamoyl)-methoxy]-phenyl}-propionic acid). As a reaction SMILES: C([O:3][C:4](=[O:20])[C@@H:5]([O:18][CH3:19])[CH2:6][C:7]1[CH:12]=[CH:11][C:10]([O:13][CH2:14][C:15]([OH:17])=O)=[CH:9][CH:8]=1)C.[CH3:21][CH:22]([NH2:28])[CH2:23][CH2:24][CH2:25][CH2:26][CH3:27].C(O[C@@H](CC1C=CC(O[C@@H](C(=O)NCCC2C=CC(OC3C=CC=CC=3)=CC=2)C)=CC=1)C(O)=O)C>>[CH3:19][O:18][C@@H:5]([CH2:6][C:7]1[CH:8]=[CH:9][C:10]([O:13][CH2:14][C:15](=[O:17])[NH:28][CH:22]([CH3:21])[CH2:23][CH2:24][CH2:25][CH2:26][CH3:27])=[CH:11][CH:12]=1)[C:4]([OH:3])=[O:20]. Reported procedure: The title compound was prepared from (2S)-3-(4-carboxymethoxy-phenyl)-2-methoxy-propionic acid ethyl ester (PREPARATION 3, step 2) and 1-methyl-hexylamine via the same procedure used for the preparation of (2S,1R)-2-ethoxy-3-(4-{1-[2-(4-phenoxy-phenyl)-ethylcarbamoyl]-ethoxy}-phenyl)-propionic acid (Example 1, step 3) to produce a colorless oil. MS (ES) for C19H29NO5 [M−H]−: 350. The reactants are CC1=NC(=C(C#N)C=C1)C=C (6-Methyl-2-vinyl-nicotinonitrile), C(C)C1=NC=C(C#N)C=C1 (6-Ethyl-nicotinonitrile). Yields the product C(C)C1=C(C#N)C=CC(=N1)C (2-Ethyl-6-methyl-nicotinonitrile). Reaction SMILES: [CH3:1][C:2]1[CH:9]=[CH:8][C:5]([C:6]#[N:7])=[C:4]([CH:10]=[CH2:11])[N:3]=1.C(C1C=CC(C#N)=CN=1)C>>[CH2:10]([C:4]1[N:3]=[C:2]([CH3:1])[CH:9]=[CH:8][C:5]=1[C:6]#[N:7])[CH3:11]. Procedure: Compound 386B was prepared from 386A by a route analogous to that used for the preparation of 384B. HPLC retention time=1.18 min. (Condition A), M+=147. The product is O=C(O)C(F)(F)F, Nc1nnc(SCC2CCC(n3cc(-c4ncnc5[nH]ccc45)cn3)CC2)[nH]1. Reactants: C[Si](C)(C)CCOCn1ccc2c(-c3cnn(C4CCC(CSc5nnc(N)[nH]5)CC4)c3)ncnc21, O=C(O)C(F)(F)F. As a reaction SMILES: [CH3:1][Si:2]([CH3:3])([CH3:4])[CH2:5][CH2:6][O:35][CH2:36][n:7]1[cH:8][cH:9][c:10]2[c:11]1[n:12][cH:13][n:14][c:15]2-[c:16]1[cH:17][n:18][n:19]([CH:21]2[CH2:22][CH2:23][CH:24]([CH2:27][S:28][c:29]3[nH:30][c:31]([NH2:34])[n:32][n:33]3)[CH2:25][CH2:26]2)[cH:20]1.[F:37][C:38]([C:39](=[O:40])[OH:41])([F:42])[F:43]>>[F:37][C:38]([C:39](=[O:40])[OH:41])([F:42])[F:43].[nH:7]1[cH:8][cH:9][c:10]2[c:11]1[n:12][cH:13][n:14][c:15]2-[c:16]1[cH:17][n:18][n:19]([CH:21]2[CH2:22][CH2:23][CH:24]([CH2:27][S:28][c:29]3[nH:30][c:31]([NH2:34])[n:32][n:33]3)[CH2:25][CH2:26]2)[cH:20]1. The reactants are N (ammonia), ClC=1C=2N(C=CN1)C(=NC2I)C2CC(C2)(O)C (3-(8-chloro-1-iodoimidazo[1,5-a]pyrazin-3-yl)-1-methylcyclobutanol). Run in C(C)(C)O (isopropanol), C1CCOC1 (THF). Run at temperature -78 celsius. Yields the product NC=1C=2N(C=CN1)C(=NC2I)C2CC(C2)(O)C (3-(8-Amino-1-iodoimidazo[1,5-a]pyrazin-3-yl)-1-methylcyclobutanol). Reaction SMILES: [NH3:1].Cl[C:3]1[C:4]2[N:5]([C:9]([CH:13]3[CH2:16][C:15]([CH3:18])([OH:17])[CH2:14]3)=[N:10][C:11]=2[I:12])[CH:6]=[CH:7][N:8]=1>C(O)(C)C.C1COCC1>[NH2:1][C:3]1[C:4]2[N:5]([C:9]([CH:13]3[CH2:16][C:15]([CH3:18])([OH:17])[CH2:14]3)=[N:10][C:11]=2[I:12])[CH:6]=[CH:7][N:8]=1. Reported procedure: A solution of 2M ammonia in isopropanol (80 mL) and THF (5 mL) was added to 3-(8-chloro-1-iodoimidazo[1,5-a]pyrazin-3-yl)-1-methylcyclobutanol (2.77 g, 7.62 mmol) in a Parr pressure reactor. The mixture was cooled to at −78° C. then ammonia gas was bubbled into the solution for 4-6 min. The reactor was sealed then heated at 110° C. for 15 h. The solvent was then removed in vacuo and the residue purified by chromatography over silica gel eluting with 7% MeOH in DCM to afford desired product. 1H N... Starting materials: CC(C)C(=O)Nc1cccc(C2CCN(CCCCC(O)c3ccc(F)cc3)CC2)c1, Oc1ccc(Cl)cc1. The product is CC(C)C(=O)Nc1cccc(C2CCN(CCCCC(Oc3ccc(Cl)cc3)c3ccc(F)cc3)CC2)c1. As a reaction SMILES: [F:9][c:10]1[cH:11][cH:12][c:13]([CH:16]([CH2:17][CH2:18][CH2:19][CH2:20][N:21]2[CH2:22][CH2:23][CH:24]([c:27]3[cH:28][c:29]([NH:33][C:34]([CH:35]([CH3:36])[CH3:37])=[O:38])[cH:30][cH:31][cH:32]3)[CH2:25][CH2:26]2)[OH:39])[cH:14][cH:15]1.[OH:1][c:2]1[cH:3][cH:4][c:5]([Cl:6])[cH:7][cH:8]1>>[O:1]([c:2]1[cH:3][cH:4][c:5]([Cl:6])[cH:7][cH:8]1)[CH:16]([c:13]1[cH:12][cH:11][c:10]([F:9])[cH:15][cH:14]1)[CH2:17][CH2:18][CH2:19][CH2:20][N:21]1[CH2:22][CH2:23][CH:24]([c:27]2[cH:28][c:29]([NH:33][C:34]([CH:35]([CH3:36])[CH3:37])=[O:38])[cH:30][cH:31][cH:32]2)[CH2:25][CH2:26]1.